This data is from the Open Reaction Database (ORD), a public repository of structured organic reaction records. The task is: describe an organic reaction: reactants, conditions, products, and yield The reactants are BrC1=C(NC2=CC=CC(=C12)C1=C(C=CC=C1)C)C(=O)OC (methyl 3-bromo-4-o-tolyl-1H-indole-2-carboxylate), BrCCCOC1=CC=CC2=CC=CC=C12 (1-(3-bromopropoxy)naphthalene), C([O-])([O-])=O.[Cs+].[Cs+] (cesium carbonate). The solvent is C(C)(=O)OCC (ethyl acetate), CN(C=O)C (N,N-dimethylformamide). Run at time 8 hour. Product: BrC1=C(N(C2=CC=CC(=C12)C1=C(C=CC=C1)C)CCCOC1=CC=CC2=CC=CC=C12)C(=O)OC (methyl 3-bromo-1-(3-(naphthalen-1-yloxy)propyl)-4-o-tolyl-1H-indole-2-carboxylate). Reaction SMILES: [Br:1][C:2]1[C:10]2[C:5](=[CH:6][CH:7]=[CH:8][C:9]=2[C:11]2[CH:16]=[CH:15][CH:14]=[CH:13][C:12]=2[CH3:17])[NH:4][C:3]=1[C:18]([O:20][CH3:21])=[O:19].Br[CH2:23][CH2:24][CH2:25][O:26][C:27]1[C:36]2[C:31](=[CH:32][CH:33]=[CH:34][CH:35]=2)[CH:30]=[CH:29][CH:28]=1.C(=O)([O-])[O-].[Cs+].[Cs+]>CN(C)C=O.C(OCC)(=O)C>[Br:1][C:2]1[C:10]2[C:5](=[CH:6][CH:7]=[CH:8][C:9]=2[C:11]2[CH:16]=[CH:15][CH:14]=[CH:13][C:12]=2[CH3:17])[N:4]([CH2:23][CH2:24][CH2:25][O:26][C:27]2[C:36]3[C:31](=[CH:32][CH:33]=[CH:34][CH:35]=3)[CH:30]=[CH:29][CH:28]=2)[C:3]=1[C:18]([O:20][CH3:21])=[O:19] |f:2.3.4|. Procedure: To a solution of EXAMPLE 126B (1.14 g) and 1-(3-bromopropoxy)naphthalene (0.922 g) in N,N-dimethylformamide (20 ml) was added cesium carbonate (2.158 g). The reaction was stirred at room temperature overnight and diluted with ethyl acetate and washed with water. The organic layer was dried over sodium sulfate, filtered and concentrated. The residue was purified by flash chromatography, eluting with 0-50% dichloromethane in hexane to provide the title product. Reactants: C(#CC=C)C1=CN(C=2N=C(N=C(C21)Cl)N)CC2=NC=C(C(=C2C)OC)C (5-(but-3-en-1-ynyl)-4-chloro-7-((4-methoxy-3,5-dimethylpyridin-2-yl)methyl)-7H-pyrrolo [2,3-d]pyrimidin-2-amine), CC[C@H]1CN2CC[C@H]1C[C@@H]2[C@H](C3=C4C=C(C=CC4=NC=C3)OC)OC5=NN=C(C6=CC=CC=C65)O[C@H]([C@H]7C[C@@H]8CCN7C[C@@H]8CC)C9=C1C=C(C=CC1=NC=C9)OC (AD-mix-β), CC(C)(C)O.C1CCOC1.O (t-BuOH THF water). The product is NC=1N=C(C2=C(N1)N(C=C2C#C[C@H](CO)O)CC2=NC=C(C(=C2C)OC)C)Cl ((R)-4-(2-amino-4-chloro-7-((4-methoxy-3,5-dimethylpyridin-2-yl)methyl)-7H-pyrrolo[2,3-d]pyrimidin-5-yl)but-3-yne-1,2-diol). As a reaction SMILES: [C:1]([C:5]1[C:13]2[C:12]([Cl:14])=[N:11][C:10]([NH2:15])=[N:9][C:8]=2[N:7]([CH2:16][C:17]2[C:22]([CH3:23])=[C:21]([O:24][CH3:25])[C:20]([CH3:26])=[CH:19][N:18]=2)[CH:6]=1)#CC=C.CC[C@@H]1[C@@H]2C[C@H]([C@@H](OC3C4C(=CC=CC=4)C(O[C@@H](C4C=CN=C5C=4C=C(OC)C=C5)[C@@H]4N5C[C@H](CC)[C@@H](CC5)C4)=NN=3)C3C=CN=C4C=3C=C([O:48]C)C=C4)N(CC2)C1.C[C:86]([OH:89])([CH3:88])[CH3:87].C1COCC1.O>>[NH2:15][C:10]1[N:11]=[C:12]([Cl:14])[C:13]2[C:5]([C:1]#[C:87][C@@H:86]([OH:89])[CH2:88][OH:48])=[CH:6][N:7]([CH2:16][C:17]3[C:22]([CH3:23])=[C:21]([O:24][CH3:25])[C:20]([CH3:26])=[CH:19][N:18]=3)[C:8]=2[N:9]=1 |f:2.3.4|. Procedure: Treatment of 5-(but-3-en-1-ynyl)-4-chloro-7-((4-methoxy-3,5-dimethylpyridin-2-yl)methyl)-7H-pyrrolo [2,3-d]pyrimidin-2-amine (see example 46) (35 mg) with AD-mix-β (Aldrich, 540 mg) in t-BuOH:THF:water 1:1:1 (6 mL) at rt overnight, followed by work-up and reverse-phase preparative HPLC gave the title compound (10 mg), as a solid. HPLC Rt=4.13 min Starting materials: COC(=O)c1ccc2oc3c(C(C)=O)cc(C)cc3c(=O)c2c1, CO, [K+], [OH-], O. Yields the product CC(=O)c1cc(C)cc2c(=O)c3cc(C(=O)O)ccc3oc12. RXN SMILES: [C:1]([CH3:2])(=[O:3])[c:4]1[c:5]2[o:6][c:7]3[cH:8][cH:9][c:10]([C:20](=[O:21])[O:22][CH3:23])[cH:11][c:12]3[c:13](=[O:19])[c:14]2[cH:15][c:16]([CH3:18])[cH:17]1.[CH3:27][OH:28].[K+:25].[OH-:24].[OH2:26]>>[C:1]([CH3:2])(=[O:3])[c:4]1[c:5]2[o:6][c:7]3[cH:8][cH:9][c:10]([C:20](=[O:21])[OH:22])[cH:11][c:12]3[c:13](=[O:19])[c:14]2[cH:15][c:16]([CH3:18])[cH:17]1. Starting materials: C(=O)(C(F)(F)F)O (TFA), ClC1=CC(=C(NC2=NC=NC3=CC(=C(C=C23)OC)OCCN(C(=O)OC(C)(C)C)C)C=C1)F (4-(4-chloro-2-fluoroanilino)-6-methoxy-7-(2-(N-methyl-N-t-butoxycarbonylamino)ethoxy)quinazoline), C1(=CC=CC=C1)C (Toluene). Solvent: C(Cl)Cl (methylene chloride). Reaction conditions: time 2 hour. The product is O.Cl.ClC1=CC(=C(NC2=NC=NC3=CC(=C(C=C23)OC)OCCNC)C=C1)F (4-(4-chloro-2-fluoroanilino)-6-methoxy-7-(2-(methylamino)ethoxy)quinazoline hydrochloride hydrate). The yield is 79.0%. As a reaction SMILES: C(O)(C(F)(F)F)=[O:2].[Cl:8][C:9]1[CH:39]=[CH:38][C:12]([NH:13][C:14]2[C:23]3[C:18](=[CH:19][C:20]([O:26][CH2:27][CH2:28][N:29](C)[C:30](OC(C)(C)C)=O)=[C:21]([O:24][CH3:25])[CH:22]=3)[N:17]=[CH:16][N:15]=2)=[C:11]([F:40])[CH:10]=1.C1(C)C=CC=CC=1>C(Cl)Cl>[OH2:2].[ClH:8].[Cl:8][C:9]1[CH:39]=[CH:38][C:12]([NH:13][C:14]2[C:23]3[C:18](=[CH:19][C:20]([O:26][CH2:27][CH2:28][NH:29][CH3:30])=[C:21]([O:24][CH3:25])[CH:22]=3)[N:17]=[CH:16][N:15]=2)=[C:11]([F:40])[CH:10]=1 |f:4.5.6|. Reported procedure: TFA (4 ml) was added to a solution of 4-(4-chloro-2-fluoroanilino)-6-methoxy-7-(2-(N-methyl-N-t-butoxycarbonylamino)ethoxy)quinazoline (390 mg, 0.82 mmol) in methylene chloride (4 ml) and the mixture stirred for 2 hours at ambient temperature. Toluene was added and the volatiles were removed by evaporation. The residue was dissolved in methylene chloride and 3M ethereal hydrogen chloride (1 ml) was added. The resulting precipitate was collected by filtration, washed with ether and dried under va... Starting materials: C(C)(=O)OCC.C(C)O.N (ethyl acetate ethanol ammonia), Cl.C(N)(=N)C1=CC=C(C=C1)CCC1=NC=2C(=NC=C(C2)C(=O)N2C(CC3=CC=CC=C23)C(=O)OC)N1C (2-[2-(4-amidinophenyl)ethyl]-3-methyl-6-(2-methoxycarbonyl-2,3-dihydroindol-1-yl-carbonyl)imidazo[4,5-b]pyridine hydrochloride), [OH-].[Na+] (sodium hydroxide), C26H24N6O3. Yields the product Cl.C(N)(=N)C1=CC=C(C=C1)CCC1=NC=2C(=NC=C(C2)C(=O)N2C(CC3=CC=CC=C23)C(=O)O)N1C (2-[2-(4-amidinophenyl)ethyl]-3-methyl-6-(2-carboxy-2,3-dihydroindol-1-yl-carbonyl)imidazo[4,5-b]pyridine hydrochloride). Isolated yield 90.0%. As a reaction SMILES: [ClH:1].[C:2]([C:5]1[CH:10]=[CH:9][C:8]([CH2:11][CH2:12][C:13]2[N:36]([CH3:37])[C:16]3=[N:17][CH:18]=[C:19]([C:21]([N:23]4[C:31]5[C:26](=[CH:27][CH:28]=[CH:29][CH:30]=5)[CH2:25][CH:24]4[C:32]([O:34]C)=[O:33])=[O:22])[CH:20]=[C:15]3[N:14]=2)=[CH:7][CH:6]=1)(=[NH:4])[NH2:3].[OH-].[Na+].C(OCC)(=O)C.C(O)C.N>>[ClH:1].[C:2]([C:5]1[CH:6]=[CH:7][C:8]([CH2:11][CH2:12][C:13]2[N:36]([CH3:37])[C:16]3=[N:17][CH:18]=[C:19]([C:21]([N:23]4[C:31]5[C:26](=[CH:27][CH:28]=[CH:29][CH:30]=5)[CH2:25][CH:24]4[C:32]([OH:34])=[O:33])=[O:22])[CH:20]=[C:15]3[N:14]=2)=[CH:9][CH:10]=1)(=[NH:3])[NH2:4] |f:0.1,2.3,4.5.6,7.8|. Procedure: Prepared analogously to Example 2 from 2-[2-(4-amidinophenyl)ethyl]-3-methyl-6-(2-methoxycarbonyl-2,3-dihydroindol-1-yl-carbonyl)imidazo[4,5-b]pyridine hydrochloride and sodium hydroxide solution. Yield: 90% of theory, C26H24N6O3 (468.52); Rf value: 0.24 (silica gel; ethyl acetate/ethanol/ammonia=50:45:5); EKA mass spectrum: (M+H)+=469; (M+Na)+=491. The reactants are CC1(C2=C(OC1=O)C=CC1=CC(=C(C=C12)CN1N=CN=C1)C#N)C (1,2-dihydro-1,1-dimethyl-2-oxo-8-(1H-1,2,4-triazol-1-ylmethyl)naphtho[2,1-b]furan-7-carbonitrile), C(C)O (ethanol), [BH4-].[Na+] (sodium borohydride). Reaction conditions: time 18 hour. Procedure: A mixture of 1,2-dihydro-1,1-dimethyl-2-oxo-8-(1H-1,2,4-triazol-1-ylmethyl)naphtho[2,1-b]furan-7-carbonitrile (0.07 g), ethanol (2 ml) and sodium borohydride (0.05 g) was stirred at room temperature for 18 h. Water (10 ml) was added, and the mixture was extracted with chloroform, and the extract was dried and evaporated to dryness under reduced pressure. The residue was recrystallised from ethyl acetate to give 1,2-dihydro-2-hydroxy-1,1-dimethyl-8-(1H-1,2,4-triazol-1-ylmethyl)naphtho[2,1-b]furan... RXN SMILES: [CH3:1][C:2]1([CH3:24])[C:6](=[O:7])[O:5][C:4]2[CH:8]=[CH:9][C:10]3[C:15]([C:3]1=2)=[CH:14][C:13]([CH2:16][N:17]1[CH:21]=[N:20][CH:19]=[N:18]1)=[C:12]([C:22]#[N:23])[CH:11]=3.C(O)C.[BH4-].[Na+]>O>[OH:7][CH:6]1[O:5][C:4]2[CH:8]=[CH:9][C:10]3[C:15]([C:3]=2[C:2]1([CH3:24])[CH3:1])=[CH:14][C:13]([CH2:16][N:17]1[CH:21]=[N:20][CH:19]=[N:18]1)=[C:12]([C:22]#[N:23])[CH:11]=3 |f:2.3|. Solvent: O (Water). The product is OC1C(C2=C(O1)C=CC1=CC(=C(C=C12)CN1N=CN=C1)C#N)(C)C (1,2-dihydro-2-hydroxy-1,1-dimethyl-8-(1H-1,2,4-triazol-1-ylmethyl)naphtho[2,1-b]furan-7-carbonitrile). Reactants: COc3ccc2c1ccccc1n(C)c2c3 (substrate), CC2(C)COB(c1ccccc1)OC2 (effective_coupling_partner). The reagents and catalysts are ICy. Conditions: temperature 120 celsius, time 12 hour. Yields the product Cn4c1ccccc1c3ccc(c2ccccc2)cc34. Starting materials: [Li]CCCC, CC(=O)c1ccc2c(c1)C(C)(C)CCO2, CCCCCC, CC(C)NC(C)C, CC(C)[N-]C(C)C, [Li+], C1CCOC1, CCOP(=O)(Cl)OCC. Product: C#Cc1ccc2c(c1)C(C)(C)CCO2. Reaction SMILES: [CH2:8]([Li:9])[CH2:10][CH2:11][CH3:12].[CH3:13][C:14]1([CH3:27])[CH2:15][CH2:16][O:17][c:18]2[cH:19][cH:20][c:21]([C:24]([CH3:25])=[O:26])[cH:22][c:23]21.[CH3:50][CH2:51][CH2:52][CH2:53][CH2:54][CH3:55].[CH:1]([NH:2][CH:3]([CH3:4])[CH3:5])([CH3:6])[CH3:7].[CH:37]([N-:38][CH:39]([CH3:40])[CH3:41])([CH3:42])[CH3:43].[Li+:44].[O:45]1[CH2:46][CH2:47][CH2:48][CH2:49]1.[P:28]([Cl:29])([O:30][CH2:31][CH3:32])([O:33][CH2:34][CH3:35])=[O:36]>>[CH3:13][C:14]1([CH3:27])[CH2:15][CH2:16][O:17][c:18]2[cH:19][cH:20][c:21]([C:24]#[CH:25])[cH:22][c:23]21. Starting materials: ClC=1C=C(C(=O)Cl)C=CC1C (3-chloro-4-methylbenzoylchloride), Cl (HCl), [Cl-].[Al+3].[Cl-].[Cl-] (aluminum chloride), CN1C(=CC=C1)CC#N (1-methylpyrrole-2-acetonitrile). The solvent is ClCCCl (1,2-dichloroethane), ClCCCl (1,2-dichloroethane). Yields the product ClC=1C=C(C=CC1C(=O)C1=CC=C(N1C)CC#N)C (5-(3'Chloro-p-toluoyl)-1-methylpyrrole-2-acetonitrile). RXN SMILES: Cl[C:2]1[CH:3]=[C:4]([CH:8]=[CH:9][C:10]=1[CH3:11])[C:5](Cl)=[O:6].[Cl-:12].[Al+3].[Cl-].[Cl-].[CH3:16][N:17]1[CH:21]=[CH:20][CH:19]=[C:18]1[CH2:22][C:23]#[N:24].Cl>ClCCCl>[Cl:12][C:3]1[CH:2]=[C:10]([CH3:11])[CH:9]=[CH:8][C:4]=1[C:5]([C:21]1[N:17]([CH3:16])[C:18]([CH2:22][C:23]#[N:24])=[CH:19][CH:20]=1)=[O:6] |f:1.2.3.4|. Reported procedure: 21.4 grams (0.114 mole) of 3-chloro-4-methylbenzoylchloride is added to a suspension of 15.2 g. (0.114 mole) aluminum chloride in 50 ml. 1,2-dichloroethane. The resulting solution is added dropwise to a chilled solution of 13.7 g. (0.114 mole) of 1-methylpyrrole-2-acetonitrile in 50 ml. 1,2-dichloroethane. After the addition is complete, the mixture is stirred for ten minutes at room temperature, and then heated to reflux for three minutes. It is poured into ice acidified with dilute HCl. The or... Reactants: Clc1ccc2nccn2n1, [H-], [Na+], CN(C)C=O, CCC(CC)(CO)CS(N)(=O)=O. Product: CCC(CC)(COc1ccc2nccn2n1)CS(N)(=O)=O. As a reaction SMILES: [Cl:15][c:16]1[cH:17][cH:18][c:19]2[n:20]([n:21]1)[cH:22][cH:23][n:24]2.[H-:13].[Na+:14].[O:25]=[CH:26][N:27]([CH3:28])[CH3:29].[OH:1][CH2:2][C:3]([CH2:4][S:5](=[O:6])(=[O:7])[NH2:8])([CH2:9][CH3:10])[CH2:11][CH3:12]>>[O:1]([CH2:2][C:3]([CH2:4][S:5](=[O:6])(=[O:7])[NH2:8])([CH2:9][CH3:10])[CH2:11][CH3:12])[c:16]1[cH:17][cH:18][c:19]2[n:20]([n:21]1)[cH:22][cH:23][n:24]2.